This data is from the Open Reaction Database (ORD), a public repository of structured organic reaction records. The task is: describe an organic reaction: reactants, conditions, products, and yield Reaction SMILES: [CH3:1][S:2](=[O:3])(=[O:4])[c:5]1[cH:6][cH:7][c:8]([CH:11]([C:12](=[O:13])[O:14][CH3:15])[CH2:16][CH:17]2[O:18][CH2:19][CH2:20][CH2:21]2)[cH:9][cH:10]1.[CH3:25][OH:26].[ClH:24].[Na+:23].[OH-:22]>>[CH3:1][S:2](=[O:3])(=[O:4])[c:5]1[cH:6][cH:7][c:8]([CH:11]([C:12](=[O:13])[OH:14])[CH2:16][CH:17]2[O:18][CH2:19][CH2:20][CH2:21]2)[cH:9][cH:10]1. The reactants are COC(=O)C(CC1CCCO1)c1ccc(S(C)(=O)=O)cc1, CO, Cl, [Na+], [OH-]. Product: CS(=O)(=O)c1ccc(C(CC2CCCO2)C(=O)O)cc1. The reactants are C(C1=CC=CC=C1)(=O)C1=C(C=C(C(=O)O)C=C1[N+](=O)[O-])OCCCC (4-benzoyl-3-n-butoxy-5-nitrobenzoic acid), C(C1=CC=CC=C1)(=O)C1=C(C=C(C(=O)O)C=C1[N+](=O)[O-])OCC#C (4-benzoyl-5-nitro-3-propargyloxybenzoic acid). Product: NC=1C(=C(C=C(C(=O)O)C1)OCC#C)C(C1=CC=CC=C1)=O (5-amino-4-benzoyl-3-propargyloxybenzoic acid). RXN SMILES: [C:1]([C:9]1[C:17]([N+:18]([O-])=O)=[CH:16][C:12]([C:13]([OH:15])=[O:14])=[CH:11][C:10]=1[O:21][CH2:22][CH2:23][CH2:24]C)(=[O:8])[C:2]1[CH:7]=[CH:6][CH:5]=[CH:4][CH:3]=1.C(C1C([N+]([O-])=O)=CC(C(O)=O)=CC=1OCC#C)(=O)C1C=CC=CC=1>>[NH2:18][C:17]1[C:9]([C:1](=[O:8])[C:2]2[CH:7]=[CH:6][CH:5]=[CH:4][CH:3]=2)=[C:10]([O:21][CH2:22][C:23]#[CH:24])[CH:11]=[C:12]([CH:16]=1)[C:13]([OH:15])=[O:14]. Reported procedure: By replacing in Example 1, step C, 4-benzoyl-3-n-butoxy-5-nitrobenzoic acid with 4-benzoyl-5-nitro-3-propargyloxybenzoic acid, and following the procedure described, 5-amino-4-benzoyl-3-propargyloxybenzoic acid is obtained with a melting point of 191.5°-192.5° C. The reactants are Cl (HCl), BrC1=CC(=C(C=C1)C(\C=C\N(C)C)=O)O ((E)-1-(4-bromo-2-hydroxyphenyl)-3-(dimethylamino)prop-2-en-1-one). The solvent is ClCCl (dichloromethane). Product: BrC1=CC=C2C(C=COC2=C1)=O (7-bromo-4H-chromen-4-one). RXN SMILES: Cl.[Br:2][C:3]1[CH:8]=[CH:7][C:6]([C:9](=[O:15])/[CH:10]=[CH:11]/N(C)C)=[C:5]([OH:16])[CH:4]=1>ClCCl>[Br:2][C:3]1[CH:4]=[C:5]2[C:6]([C:9](=[O:15])[CH:10]=[CH:11][O:16]2)=[CH:7][CH:8]=1. Procedure: Conc. HCl (100 mL) was added to a solution of (E)-1-(4-bromo-2-hydroxyphenyl)-3-(dimethylamino)prop-2-en-1-one (31.9 g, 118 mmol) in dichloromethane (900 mL) and the reaction mixture was heated at reflux 40 min with vigorous stirring. After being cooled to room temperature, the organic layer was separated and the aqueous layer was extracted with dichloromethane. The combined organic layers were washed with 3M potassium carbonate soln, water, and dried over Na2SO4. Filtration and concentration ga...